This data is from the Open Reaction Database (ORD), a public repository of structured organic reaction records. The task is: describe an organic reaction: reactants, conditions, products, and yield Starting materials: [OH-].[Ca+2].[OH-] (calcium hydroxide), C([C@@H]1[C@H]([C@@H]([C@H]([C@H](O1)O[C@]2([C@H]([C@@H]([C@H](O2)CO)O)O)CO)O)O)O)O (sucrose). Run in O (water). Conditions: temperature 4 celsius. The product is C([C@@H]1[C@H]([C@@H]([C@H]([C@H](O1)O[C@]2([C@H]([C@@H]([C@H](O2)CO)O)O)CO)O)O)O)O.[OH-].[Ca+2].[OH-] (sucrose calcium hydroxide), C([C@@H]1[C@H]([C@@H]([C@H]([C@H](O1)O[C@]2([C@H]([C@@H]([C@H](O2)CO)O)O)CO)O)O)O)O (sucrose), [OH-].[Ca+2].[OH-] (calcium hydroxide). Reaction SMILES: [CH2:1]([OH:23])[C@H:2]1[O:7][C@H:6]([O:8][C@:9]2([CH2:18][OH:19])[O:13][C@H:12]([CH2:14][OH:15])[C@@H:11]([OH:16])[C@@H:10]2[OH:17])[C@H:5]([OH:20])[C@@H:4]([OH:21])[C@@H:3]1[OH:22].[OH-:24].[Ca+2:25].[OH-]>O>[CH2:1]([OH:23])[C@H:2]1[O:7][C@H:6]([O:8][C@:9]2([CH2:18][OH:19])[O:13][C@H:12]([CH2:14][OH:15])[C@@H:11]([OH:16])[C@@H:10]2[OH:17])[C@H:5]([OH:20])[C@@H:4]([OH:21])[C@@H:3]1[OH:22].[OH-:24].[Ca+2:25].[OH-:7].[CH2:1]([OH:23])[C@H:2]1[O:7][C@H:6]([O:8][C@:9]2([CH2:18][OH:19])[O:13][C@H:12]([CH2:14][OH:15])[C@@H:11]([OH:16])[C@@H:10]2[OH:17])[C@H:5]([OH:20])[C@@H:4]([OH:21])[C@@H:3]1[OH:22].[OH-:7].[Ca+2:25].[OH-:7] |f:1.2.3,5.6.7.8,10.11.12|. Procedure: 100 g of sucrose are added to 233 g of water and the aqueous solution is cooled to a temperature of 4° C. 5.6 g of calcium hydroxide are added to form a sucrose/calcium hydroxide adduct corresponding to a mole ratio of sucrose to calcium hydroxide of 1:0.25. Gaseous carbon dioxide is then bubbled through the adduct solution at a rate of 700 ml/min until the pH drops from an initial value of 12.1 to a value of 9.4. The total time of the reaction is 20 minutes. The reaction medium is then quick fr... Reactants: COC(=O)c1c(Cl)cc(NC(=O)OC(C)(C)C)cc1Cl, CCOC(C)=O, O=S(=O)(O)O. Product: COC(=O)c1c(Cl)cc(N)cc1Cl. RXN SMILES: [C:1]([O:2][C:3](=[O:4])[NH:8][c:9]1[cH:10][c:11]([Cl:20])[c:12]([C:13](=[O:14])[O:15][CH3:16])[c:17]([Cl:19])[cH:18]1)([CH3:5])([CH3:6])[CH3:7].[CH3:26][CH2:27][O:28][C:29]([CH3:30])=[O:31].[S:21](=[O:22])(=[O:23])([OH:24])[OH:25]>>[NH2:8][c:9]1[cH:10][c:11]([Cl:20])[c:12]([C:13](=[O:14])[O:15][CH3:16])[c:17]([Cl:19])[cH:18]1. Starting materials: CC1=CC=C(C=C1)C=1C=CC2=C(C=C(C(O2)C)C(=O)OCC)C1 (ethyl 6-(4-methylphenyl)-2-methyl-2H-1-benzopyran-3-carboxylate), [OH-].[Na+] (sodium hydroxide). Solvent: C(C)O.O1CCCC1 (ethanol tetrahydrofuran). Reaction conditions: time 16 hour. Product: CC1=CC=C(C=C1)C=1C=CC2=C(C=C(C(O2)C)C(=O)O)C1 (6-(4-methylphenyl)-2-methyl-2H-1-benzopyran-3-carboxylic acid). The yield is 78.8%. As a reaction SMILES: [CH3:1][C:2]1[CH:7]=[CH:6][C:5]([C:8]2[CH:9]=[CH:10][C:11]3[O:16][CH:15]([CH3:17])[C:14]([C:18]([O:20]CC)=[O:19])=[CH:13][C:12]=3[CH:23]=2)=[CH:4][CH:3]=1.[OH-].[Na+]>C(O)C.O1CCCC1>[CH3:1][C:2]1[CH:3]=[CH:4][C:5]([C:8]2[CH:9]=[CH:10][C:11]3[O:16][CH:15]([CH3:17])[C:14]([C:18]([OH:20])=[O:19])=[CH:13][C:12]=3[CH:23]=2)=[CH:6][CH:7]=1 |f:1.2,3.4|. Reported procedure: To a solution of ethyl 6-(4-methylphenyl)-2-methyl-2H-1-benzopyran-3-carboxylate (3.0 g) in ethanol-tetrahydrofuran (30-30 ml) was added 1N sodium hydroxide (12 ml) at room temperature, and the mixture was stirred for 16 hours. Under reduced pressure, the solvent was evaporated and acidified with 1N hydrochloric acid. The mixture was extracted with ethyl acetate. The organic layer was washed with saturated sodium chloride solution and dried with magnesium sulfate. Under reduced pressure, the sol... The product is C(CCCC)N1C(C(C=2C1=NC=CC2)=O)=O (1-pentyl-1H-pyrrolo[2,3-b]pyridine-2,3-dione). Procedure details: A 2-neck round bottom flask (1 L) was charged with 1-pentyl-1H-pyrrolo[2,3-b]pyridine (17.4 g, 92.6 mmol) in anhydrous dimethylsulfoxide (300 mL) and bubbled with nitrogen. To the reaction solution was added N-bromosuccinimide (34.3 g, 193 mmol) in portion over 15 min at 0° C. The reaction mixture was heated at 60° C. for 6 h followed by at ambient temperature for 16 h. The reaction mixture was diluted with water (200 mL) and stirred for 0.5 h followed by extraction with ethyl acetate (3×200 mL)... Conditions: temperature 60 celsius, time 16 hour. The solvent is CS(=O)C (dimethylsulfoxide). The reactants are BrN1C(CCC1=O)=O (N-bromosuccinimide), C(CCCC)N1C=CC=2C1=NC=CC2 (1-pentyl-1H-pyrrolo[2,3-b]pyridine), O (water). Reaction SMILES: [CH2:1]([N:6]1[C:10]2=[N:11][CH:12]=[CH:13][CH:14]=[C:9]2[CH:8]=[CH:7]1)[CH2:2][CH2:3][CH2:4][CH3:5].BrN1C(=[O:21])CCC1=O.[OH2:23]>CS(C)=O>[CH2:1]([N:6]1[C:10]2=[N:11][CH:12]=[CH:13][CH:14]=[C:9]2[C:8](=[O:23])[C:7]1=[O:21])[CH2:2][CH2:3][CH2:4][CH3:5]. The product is C=C(C)c1cc(C(=O)OC)cc(-c2ccc(Cl)cn2)c1. RXN SMILES: [Br:1][c:2]1[cH:3][c:4]([C:5](=[O:6])[O:7][CH3:8])[cH:9][c:10](-[c:12]2[n:13][cH:14][c:15]([Cl:18])[cH:16][cH:17]2)[cH:11]1.[C:20](=[CH2:21])([CH3:22])[B:23]1[O:24][C:25]([CH3:26])([CH3:27])[C:28]([CH3:29])([CH3:30])[O:31]1.[CH:32]([NH:33][CH:34]([CH3:35])[CH3:36])([CH3:37])[CH3:38].[O-:45][C:46]([CH3:47])=[O:48].[O-:49][C:50]([CH3:51])=[O:52].[O:39]=[CH:40][N:41]([CH3:42])[CH3:43].[OH2:19].[Pd+2:44]>>[c:2]1([C:20](=[CH2:21])[CH3:22])[cH:3][c:4]([C:5](=[O:6])[O:7][CH3:8])[cH:9][c:10](-[c:12]2[n:13][cH:14][c:15]([Cl:18])[cH:16][cH:17]2)[cH:11]1. Starting materials: COC(=O)c1cc(Br)cc(-c2ccc(Cl)cn2)c1, C=C(C)B1OC(C)(C)C(C)(C)O1, CC(C)NC(C)C, CC(=O)[O-], CC(=O)[O-], CN(C)C=O, O, [Pd+2]. Starting materials: C[S-].[Na+] (sodium thiomethoxide), FC=1C=C(C=O)C=C(C1F)F (3,4,5-trifluorobenzaldehyde), O (water). Product: FC=1C=C(C=O)C=C(C1SC)F (3,5-difluoro-4-(methylthio)-benzaldehyde). Reported procedure: To a solution of 3,4,5-trifluorobenzaldehyde (30.0 g, 0.187 mol) in anhydrous THF (400 mL) cooled in a cold water bath was added sodium thiomethoxide (14.4 g, 0.20 mol) in portions over 30 minutes. The mixture was stirred at room temperature for 18 hours, then poured into water and extracted with dichloromethane (1×500 mL, 2×200 mL). The combined extracts were washed with water, dried using magnesium sulfate, and concentrated. Purification of the product by silica gel chromatography using 2% dic... Conditions: time 18 hour. Run in C1CCOC1 (THF). Reaction SMILES: [F:1][C:2]1[CH:3]=[C:4]([CH:7]=[C:8]([F:11])[C:9]=1F)[CH:5]=[O:6].[CH3:12][S-:13].[Na+].O>C1COCC1>[F:1][C:2]1[CH:3]=[C:4]([CH:7]=[C:8]([F:11])[C:9]=1[S:13][CH3:12])[CH:5]=[O:6] |f:1.2|. Isolated yield 62.5%.